Dataset: the Open Reaction Database (ORD), a public repository of structured organic reaction records. Task: describe an organic reaction: reactants, conditions, products, and yield The reactants are C(C)(C)(C)OC(C=C)=O (Acrylic acid t-butyl ester), SCC(O)CO (thioglycerol). The reagents and catalysts are C(C)N(CC)CC (triethylamine). Solvent: C(C)(=O)OCC (ethyl acetate). Yields the product C(C)(C)(C)OC(CCSCC(CO)O)=O (6,7-dihydroxy-4-thiaheptanoic acid t-butyl ester). Yield: 93.2%. As a reaction SMILES: [C:1]([O:5][C:6](=[O:9])[CH:7]=[CH2:8])([CH3:4])([CH3:3])[CH3:2].[SH:10][CH2:11][CH:12]([CH2:14][OH:15])[OH:13]>C(N(CC)CC)C.C(OCC)(=O)C>[C:1]([O:5][C:6](=[O:9])[CH2:7][CH2:8][S:10][CH2:11][CH:12]([OH:13])[CH2:14][OH:15])([CH3:4])([CH3:3])[CH3:2]. Procedure details: Acrylic acid t-butyl ester (15 g) and thioglycerol (15 g) were mixed together in the absence of solvent. To the reaction mixture, one drop of triethylamine was added to cause an exothermic reaction, yielding a homogeneous reaction mixture, which was then diluted with ethyl acetate, washed with water and dried, followed by solvent concentration under reduced pressure, to yield the title compound (25.79 g, yield 93%) as a colorless oily substance. Reactants: COC=1C=C(CBr)C=CC1 (3-methoxybenzyl bromide), C(C(C)C)(=O)Cl (isobutyryl chloride), O (Water). Reagents/catalysts: Cl[Pd]([P](C1=CC=CC=C1)(C2=CC=CC=C2)C3=CC=CC=C3)([P](C4=CC=CC=C4)(C5=CC=CC=C5)C6=CC=CC=C6)Cl (Pd(PPh3)2Cl2), [Zn] (zinc). Solvent: COCCOC (1,2-dimethoxyethane), COCCOC (DME). Conditions: time 1 hour. Product: CC(C(CC1=CC(=CC=C1)OC)=O)C (3-Methyl-1-[3-(methyloxy)phenyl]-2-butanone). Reaction SMILES: [CH3:1][O:2][C:3]1[CH:4]=[C:5]([CH:8]=[CH:9][CH:10]=1)[CH2:6]Br.[C:11](Cl)(=[O:15])[CH:12]([CH3:14])[CH3:13].O>COCCOC.Cl[Pd](Cl)([P](C1C=CC=CC=1)(C1C=CC=CC=1)C1C=CC=CC=1)[P](C1C=CC=CC=1)(C1C=CC=CC=1)C1C=CC=CC=1.[Zn]>[CH3:13][CH:12]([CH3:14])[C:11](=[O:15])[CH2:6][C:5]1[CH:8]=[CH:9][CH:10]=[C:3]([O:2][CH3:1])[CH:4]=1 |^1:26,45|. Procedure: To a stirred suspension of Pd(PPh3)2Cl2 (0.86 g, 1.22 mmol) and zinc powder (3.19 g, 48.8 mmol) in 1,2-dimethoxyethane (DME, 100 mL) at room temperature was slowly added a solution of 3-methoxybenzyl bromide (5.0 g, 24.4 mmol) and isobutyryl chloride in DME (25 mL). The mixture was stirred at room temperature for 1 h. Water was added, and the mixture was extracted with ether. The combined ether extract was washed with brine, dried over Na2SO4, filtered, and the filtrate was concentrated to give ...